This data is from the Open Reaction Database (ORD), a public repository of structured organic reaction records. The task is: describe an organic reaction: reactants, conditions, products, and yield Procedure: Dimethylformamide (DMF)(100 ml), potassium carbonate (17.97 g) and 2,4-dichlorobenzyl chloride (21.50 g) were added to methyl salicylate (15.22 g), and the mixture was stirred at room temperature overnight. Ethyl acetate (1000 ml) was added to the reaction mixture, and the resulting mixture was washed with brine (700 ml) twice, dried over anhydrous magnesium sulfate and concentrated under reduced pressure to give crude methyl 2-(2,4-dichlorobenzyloxy)benzoate. Methanol (100 ml), THF (100 ml), wa... The solvent is C(C)(=O)OCC (Ethyl acetate). RXN SMILES: CN(C)C=O.C(=O)([O-])[O-].[K+].[K+].[Cl:12][C:13]1[CH:20]=[C:19]([Cl:21])[CH:18]=[CH:17][C:14]=1[CH2:15]Cl.[C:22]([O:31][CH3:32])(=[O:30])[C:23]1[C:24](=[CH:26][CH:27]=[CH:28][CH:29]=1)[OH:25]>C(OCC)(=O)C>[Cl:12][C:13]1[CH:20]=[C:19]([Cl:21])[CH:18]=[CH:17][C:14]=1[CH2:15][O:25][C:24]1[CH:26]=[CH:27][CH:28]=[CH:29][C:23]=1[C:22]([O:31][CH3:32])=[O:30] |f:1.2.3|. Run at time 8 hour. The reactants are CN(C=O)C (Dimethylformamide), C([O-])([O-])=O.[K+].[K+] (potassium carbonate), ClC1=C(CCl)C=CC(=C1)Cl (2,4-dichlorobenzyl chloride), C(C=1C(O)=CC=CC1)(=O)OC (methyl salicylate). Product: ClC1=C(COC2=C(C(=O)OC)C=CC=C2)C=CC(=C1)Cl (methyl 2-(2,4-dichlorobenzyloxy)benzoate). Starting materials: CC(=O)Oc1ccc(-c2nocc2NC(=O)OC(C)c2ccccc2Cl)cc1, [Na+], C1CCOC1, [OH-]. Product: CC(OC(=O)Nc1conc1-c1ccc(O)cc1)c1ccccc1Cl. RXN SMILES: [C:1](=[O:2])([CH3:3])[O:4][c:5]1[cH:6][cH:7][c:8](-[c:11]2[n:12][o:13][cH:14][c:15]2[NH:16][C:17](=[O:18])[O:19][CH:20]([CH3:21])[c:22]2[c:23]([Cl:28])[cH:24][cH:25][cH:26][cH:27]2)[cH:9][cH:10]1.[Na+:30].[O:31]1[CH2:32][CH2:33][CH2:34][CH2:35]1.[OH-:29]>>[OH:4][c:5]1[cH:6][cH:7][c:8](-[c:11]2[n:12][o:13][cH:14][c:15]2[NH:16][C:17](=[O:18])[O:19][CH:20]([CH3:21])[c:22]2[c:23]([Cl:28])[cH:24][cH:25][cH:26][cH:27]2)[cH:9][cH:10]1.